This data is from the Open Reaction Database (ORD), a public repository of structured organic reaction records. The task is: describe an organic reaction: reactants, conditions, products, and yield Starting materials: C(C)(C)(C)OC(N[C@H](C(=O)N1CCC(CC1)O)CC1=CC=C(C=C1)Cl)=O ((S)-[1-(4-Chloro-benzyl)-2-(4-hydroxy-piperidin-1-yl)-2-oxo-ethyl]-carbamic acid tert-butyl ester). The solvent is Cl.O1CCOCC1 (HCl dioxane). Conditions: temperature 25 celsius, time 1.5 hour. Product: Cl.N[C@H](C(=O)N1CCC(CC1)O)CC1=CC=C(C=C1)Cl ((S)-2-Amino-3-(4-chloro-phenyl)-1-(4-hydroxy-piperidin-1-yl)-propan-1-one hydrochloride). RXN SMILES: C(OC(=O)[NH:7][C@@H:8]([CH2:18][C:19]1[CH:24]=[CH:23][C:22]([Cl:25])=[CH:21][CH:20]=1)[C:9]([N:11]1[CH2:16][CH2:15][CH:14]([OH:17])[CH2:13][CH2:12]1)=[O:10])(C)(C)C>Cl.O1CCOCC1>[ClH:25].[NH2:7][C@@H:8]([CH2:18][C:19]1[CH:20]=[CH:21][C:22]([Cl:25])=[CH:23][CH:24]=1)[C:9]([N:11]1[CH2:12][CH2:13][CH:14]([OH:17])[CH2:15][CH2:16]1)=[O:10] |f:1.2,3.4|. Procedure: (S)-[1-(4-Chloro-benzyl)-2-(4-hydroxy-piperidin-1-yl)-2-oxo-ethyl]-carbamic acid tert-butyl ester (475 mg, 1.2 mmol) was dissolved in 4M HCl-dioxane (5 mL) at 0° C. The mixture was stirred for 1.5 hour at 25° C., concentrated and the residue triturated with ether. Yield, 422 mg, 105%; TSPMS 283 (MH+, 100%). Starting materials: C(C)(=O)OC1=CC=C(C=C1)NC(N(C1CCCCCC1)CC1=CC(=CC=C1)CN(C(=O)NC1=CC=C(C=C1)OC(C)=O)C1CCCCCC1)=O (1,3-bis[[3-(p-acetoxyphenyl)-1-cycloheptylureido]methyl]benzene), compound, C([O-])([O-])=O.[Na+].[Na+] (sodium carbonate). Run in C(C)O (ethanol). The product is C1(CCCCCC1)N(C(=O)NC1=CC=C(C=C1)O)CC1=CC(=CC=C1)CN(C(=O)NC1=CC=C(C=C1)O)C1CCCCCC1 (1,3-bis[[1-cycloheptyl-3-(p-hydroxyphenyl)ureido]methyl]benzene). Isolated yield 57.0%. As a reaction SMILES: C([O:4][C:5]1[CH:10]=[CH:9][C:8]([NH:11][C:12](=[O:50])[N:13]([CH2:21][C:22]2[CH:27]=[CH:26][CH:25]=[C:24]([CH2:28][N:29]([CH:43]3[CH2:49][CH2:48][CH2:47][CH2:46][CH2:45][CH2:44]3)[C:30]([NH:32][C:33]3[CH:38]=[CH:37][C:36]([O:39]C(=O)C)=[CH:35][CH:34]=3)=[O:31])[CH:23]=2)[CH:14]2[CH2:20][CH2:19][CH2:18][CH2:17][CH2:16][CH2:15]2)=[CH:7][CH:6]=1)(=O)C.C(=O)([O-])[O-].[Na+].[Na+]>C(O)C>[CH:14]1([N:13]([CH2:21][C:22]2[CH:27]=[CH:26][CH:25]=[C:24]([CH2:28][N:29]([CH:43]3[CH2:44][CH2:45][CH2:46][CH2:47][CH2:48][CH2:49]3)[C:30]([NH:32][C:33]3[CH:34]=[CH:35][C:36]([OH:39])=[CH:37][CH:38]=3)=[O:31])[CH:23]=2)[C:12]([NH:11][C:8]2[CH:9]=[CH:10][C:5]([OH:4])=[CH:6][CH:7]=2)=[O:50])[CH2:15][CH2:16][CH2:17][CH2:18][CH2:19][CH2:20]1 |f:1.2.3|. Procedure: A mixture of 2 g 1,3-bis[[3-(p-acetoxyphenyl)-1-cycloheptylureido]methyl]benzene (compound of Example 42), 30 ml ethanol and 30 ml of 5% aqueous sodium carbonate solution was heated under reflux for ten minutes. After distilling off the ethanol under reduced pressure, water was added to the residue, and the resulting mixture was acidified by addition of concentrated hydrochloric acid under ice cooling. The solid which separated out was collected by filtration and recrystallized from methanol, gi... The reactants are [H-].[Na+] (sodium hydride), above-obtained oil, C(C)ONC(C(CCBr)Br)=O (N-ethoxy-2,4-dibromobutyric acid amide), resultant solution, [H-].[Na+] (sodium hydride), BrC(C(=O)Br)CCBr (2,4-dibromobutyric acid bromide). The solvent is C1=CC=CC=C1 (benzene). Yields the product C(C)ON1C(C(CC1)Br)=O (N-ethoxy-2-bromo-4-butyrolactam). Yield: 37.0%. RXN SMILES: [CH2:1]([O:3][NH:4][C:5](=[O:11])[CH:6]([Br:10])[CH2:7][CH2:8]Br)[CH3:2].[H-].[Na+].BrC(CCBr)C(Br)=O>C1C=CC=CC=1>[CH2:1]([O:3][N:4]1[CH2:8][CH2:7][CH:6]([Br:10])[C:5]1=[O:11])[CH3:2] |f:1.2|. Procedure: 137 g of the above-obtained oil containing N-ethoxy-2,4-dibromobutyric acid amide were dissolved in 500 mL of benzene. To the resultant solution, 12 g of sodium hydride were gradually added while cooling the solution to 15° C. to 20° C. After the completion of the addition, ice was added to the resultant reaction solution to decompose excessive sodium hydride. The resultant solution was washed with a saturated saline, followed by drying the solution by magnesium sulfate. The solution was concent... The reactants are C1CCOC1, COC(=O)C1(CCCCS(C)(=O)=O)CCCC1, CO, [Na+], [OH-]. RXN SMILES: [CH2:20]1[O:21][CH2:22][CH2:23][CH2:24]1.[CH3:1][O:2][C:3](=[O:4])[C:5]1([CH2:10][CH2:11][CH2:12][CH2:13][S:14](=[O:15])(=[O:16])[CH3:17])[CH2:6][CH2:7][CH2:8][CH2:9]1.[CH3:25][OH:26].[Na+:19].[OH-:18]>>[O:2]=[C:3]([OH:4])[C:5]1([CH2:10][CH2:11][CH2:12][CH2:13][S:14](=[O:15])(=[O:16])[CH3:17])[CH2:6][CH2:7][CH2:8][CH2:9]1. The product is CS(=O)(=O)CCCCC1(C(=O)O)CCCC1.